Dataset: the Open Reaction Database (ORD), a public repository of structured organic reaction records. Task: describe an organic reaction: reactants, conditions, products, and yield The reactants are [BH4-], CO, [Na+], COC(=O)C1CN(C(=O)OC(C)(C)C)CCC1=O. The product is COC(=O)C1CN(C(=O)OC(C)(C)C)CCC1O. RXN SMILES: [BH4-:19].[CH3:21][OH:22].[Na+:20].[O:1]=[C:2]1[CH:3]([C:15](=[O:16])[O:17][CH3:18])[CH2:4][N:5]([C:8](=[O:9])[O:10][C:11]([CH3:12])([CH3:13])[CH3:14])[CH2:6][CH2:7]1>>[OH:1][CH:2]1[CH:3]([C:15](=[O:16])[O:17][CH3:18])[CH2:4][N:5]([C:8](=[O:9])[O:10][C:11]([CH3:12])([CH3:13])[CH3:14])[CH2:6][CH2:7]1. Starting materials: CC(CCCC)(C)Cl (1,1-dimethylpentyl chloride), C1(=CC=CC=C1)CC(CCl)C (3-phenyl-2-methylpropyl chloride), FeCl3, crude product. Solvent: C(Cl)(Cl)Cl (CHCl3). Run at temperature 50 celsius, time 14 hour. The product is CC(CCCC)(C)C1=CC=C(C=C1)CC(CCl)C (3-[4-(1,1-dimethylpentyl)-phenyl]-2-methylpropyl chloride). Yield: 73.8%. RXN SMILES: [CH3:1][C:2](Cl)([CH3:7])[CH2:3][CH2:4][CH2:5][CH3:6].[C:9]1([CH2:15][CH:16]([CH3:19])[CH2:17][Cl:18])[CH:14]=[CH:13][CH:12]=[CH:11][CH:10]=1>C(Cl)(Cl)Cl>[CH3:1][C:2]([C:12]1[CH:13]=[CH:14][C:9]([CH2:15][CH:16]([CH3:19])[CH2:17][Cl:18])=[CH:10][CH:11]=1)([CH3:7])[CH2:3][CH2:4][CH2:5][CH3:6]. Reported procedure: 342 g of 1,1-dimethylpentyl chloride were added dropwise to a mixture of 428 g of 3-phenyl-2-methylpropyl chloride and 40.6 g of FeCl3 at 35° C., and the mixture was stirred for 7 hours at 50° C. and for 14 hours at room temperature. The crude product was dissolved in 2 l of CHCl3, and the solution was washed with dilute HCl and water, dried over Na2CO3 and concentrated. Distillation of the residue gave 500 g of (XII) of boiling point 126°-132° C./0.2 mbar. Starting materials: CC=1NC(=C(C(C1C(=O)OC(C)C)C1=CC(=CC=C1)[N+](=O)[O-])C(=O)OCCOC)C (isopropyl 2-methoxyethyl 1,4-dihydro-2,6-dimethyl-4-(3-nitrophenyl)pyridine-3,5-dicarboxylate), ice water. Reagents/catalysts: [O-2].[Cr+6].[O-2].[O-2] (chromium(VI) oxide). Solvent: C(C)(=O)O (acetic acid). Yields the product CC1=NC(=C(C(=C1C(=O)OC(C)C)C1=CC(=CC=C1)[N+](=O)[O-])C(=O)OCCOC)C (Isopropyl 2-methoxyethyl 2,6-dimethyl-4-(3-nitrophenyl)pyridine-3,5-dicarboxylate). Reaction SMILES: [CH3:1][C:2]1[NH:3][C:4]([CH3:30])=[C:5]([C:23]([O:25][CH2:26][CH2:27][O:28][CH3:29])=[O:24])[CH:6]([C:14]2[CH:19]=[CH:18][CH:17]=[C:16]([N+:20]([O-:22])=[O:21])[CH:15]=2)[C:7]=1[C:8]([O:10][CH:11]([CH3:13])[CH3:12])=[O:9]>C(O)(=O)C.[O-2].[Cr+6].[O-2].[O-2]>[CH3:1][C:2]1[C:7]([C:8]([O:10][CH:11]([CH3:13])[CH3:12])=[O:9])=[C:6]([C:14]2[CH:19]=[CH:18][CH:17]=[C:16]([N+:20]([O-:22])=[O:21])[CH:15]=2)[C:5]([C:23]([O:25][CH2:26][CH2:27][O:28][CH3:29])=[O:24])=[C:4]([CH3:30])[N:3]=1 |f:2.3.4.5|. Reported procedure: 6.8 g of chromium(VI) oxide were added in portions to a boiling solution of 41.8 g (100 mmols) of isopropyl 2-methoxyethyl 1,4-dihydro-2,6-dimethyl-4-(3-nitrophenyl)pyridine-3,5-dicarboxylate in 160 ml of glacial acetic acid. The mixture was then heated under reflux for a further 30 minutes and, after cooling down, poured into ammoniacal ice-water. The mixture was extracted with chloroform and the extracts, after drying over sodium sulphate, were evaporated in vacuo. 35.9 g (86% of theory) of an...